From a dataset of the Open Reaction Database (ORD), a public repository of structured organic reaction records. describe an organic reaction: reactants, conditions, products, and yield Reactants: CCOC(C)=O, CC(C)CCn1c(=O)c(C2=NS(=O)(=O)c3cc(N)ccc3N2)c(O)c2cccnc21, COC(=O)c1sccc1S(=O)(=O)Cl, c1ccncc1. Yields the product COC(=O)c1sccc1S(=O)(=O)Nc1ccc2c(c1)S(=O)(=O)N=C(c1c(O)c3cccnc3n(CCC(C)C)c1=O)N2. As a reaction SMILES: [CH3:50][CH2:51][O:52][C:53](=[O:54])[CH3:55].[NH2:1][c:2]1[cH:3][c:4]2[c:5]([cH:29][cH:30]1)[NH:6][C:7]([c:12]1[c:13](=[O:28])[n:14]([CH2:23][CH2:24][CH:25]([CH3:26])[CH3:27])[c:15]3[n:16][cH:17][cH:18][cH:19][c:20]3[c:21]1[OH:22])=[N:8][S:9]2(=[O:10])=[O:11].[O:31]([CH3:32])[C:33](=[O:34])[c:35]1[s:36][cH:37][cH:38][c:39]1[S:40](=[O:41])(=[O:42])[Cl:43].[cH:44]1[cH:45][cH:46][n:47][cH:48][cH:49]1>>[NH:1]([c:2]1[cH:3][c:4]2[c:5]([cH:29][cH:30]1)[NH:6][C:7]([c:12]1[c:13](=[O:28])[n:14]([CH2:23][CH2:24][CH:25]([CH3:26])[CH3:27])[c:15]3[n:16][cH:17][cH:18][cH:19][c:20]3[c:21]1[OH:22])=[N:8][S:9]2(=[O:10])=[O:11])[S:40]([c:39]1[c:35]([C:33]([O:31][CH3:32])=[O:34])[s:36][cH:37][cH:38]1)(=[O:41])=[O:42]. Reactants: C(CCC)[Li] (n-butyllithium), C(=O)=O (dry ice), FC=1C=NC=CC1 (3-fluoropyridine), C(C)(C)NC(C)C (diisopropylamine). Run in CCCCCC (hexane), O1CCCC1 (tetrahydrofuran), O1CCCC1 (tetrahydrofuran), O1CCCC1 (tetrahydrofuran), CCCCCC (hexane), O (Water). Yields the product FC1=C(C(=O)O)C=CN=C1 (3-fluoroisonicotinic acid). Reaction SMILES: C(NC(C)C)(C)C.C([Li])CCC.[F:13][C:14]1[CH:15]=[N:16][CH:17]=[CH:18][CH:19]=1.[C:20](=[O:22])=[O:21]>O1CCCC1.CCCCCC.O>[F:13][C:14]1[CH:15]=[N:16][CH:17]=[CH:18][C:19]=1[C:20]([OH:22])=[O:21]. Procedure: While a mixture of 3.54 g of diisopropylamine and 50 ml of tetrahydrofuran was cooled in a dry ice-acetone bath, 20 ml of 1.6 M hexane solution of n-butyllithium was added while stirring so that the temperature of the reaction mixture did not exceed −40° C. Thereafter, the reaction mixture was stirred for 30 minutes. Then, a mixture of 2.91 g of 3-fluoropyridine and 3 ml of tetrahydrofuran was added so that the temperature of the reaction mixture did not exceed −60° C. The mixture was further st... Solvent: C(Cl)Cl.CO (CH2Cl2 MeOH). The reactants are N1(C=NC2=C1C=CC=C2)C2=CC=C(C=C2)CC(=O)O ((4-benzoimidazol-1-yl-phenyl)-acetic acid), NC1=CC(=C(C=C1)C1=CC=C(C=C1)C#N)C(F)(F)F (4′-amino-2′-trifluoromethyl-biphenyl-4-carbonitrile). Procedure: The title compound is prepared as described in Example 1 but using (4-benzoimidazol-1-yl-phenyl)-acetic acid (Step 20.1) and 4′-amino-2′-trifluoromethyl-biphenyl-4-carbonitrile. Title compound: ES-MS: 496.9 [M+H]+; single peak at tR=4.37 min (System 1); Rf=0.12 (CH2Cl2/MeOH, 96:4). RXN SMILES: [N:1]1([C:10]2[CH:15]=[CH:14][C:13]([CH2:16][C:17]([OH:19])=O)=[CH:12][CH:11]=2)[C:5]2[CH:6]=[CH:7][CH:8]=[CH:9][C:4]=2[N:3]=[CH:2]1.[NH2:20][C:21]1[CH:26]=[CH:25][C:24]([C:27]2[CH:32]=[CH:31][C:30]([C:33]#[N:34])=[CH:29][CH:28]=2)=[C:23]([C:35]([F:38])([F:37])[F:36])[CH:22]=1>C(Cl)Cl.CO>[N:1]1([C:10]2[CH:11]=[CH:12][C:13]([CH2:16][C:17]([NH:20][C:21]3[CH:22]=[C:23]([C:35]([F:36])([F:37])[F:38])[C:24]([C:27]4[CH:32]=[CH:31][C:30]([C:33]#[N:34])=[CH:29][CH:28]=4)=[CH:25][CH:26]=3)=[O:19])=[CH:14][CH:15]=2)[C:5]2[CH:6]=[CH:7][CH:8]=[CH:9][C:4]=2[N:3]=[CH:2]1 |f:2.3|. The product is N1(C=NC2=C1C=CC=C2)C2=CC=C(C=C2)CC(=O)NC2=CC=C(C(=C2)C(F)(F)F)C2=CC=C(C=C2)C#N (2-(4-Benzoimidazol-1-yl-phenyl)-N-(4′-cyano-2-trifluoromethyl-biphen-4-yl)-acetamide). Reactants: CC(C)(C)[O-], CI, CSC1=NC(C)(c2ccccc2)C(=O)N1Nc1ccccc1, [K+], C1CCOC1, O. Product: CSC1=NC(C)(c2ccccc2)C(=O)N1N(C)c1ccccc1. Reaction SMILES: [CH3:1][C:2]([CH3:3])([O-:4])[CH3:5].[CH3:29][I:30].[CH3:7][C:8]1([c:23]2[cH:24][cH:25][cH:26][cH:27][cH:28]2)[N:9]=[C:10]([S:21][CH3:22])[N:11]([NH:14][c:15]2[cH:16][cH:17][cH:18][cH:19][cH:20]2)[C:12]1=[O:13].[K+:6].[O:32]1[CH2:33][CH2:34][CH2:35][CH2:36]1.[OH2:31]>>[CH3:1][N:14]([N:11]1[C:10]([S:21][CH3:22])=[N:9][C:8]([CH3:7])([c:23]2[cH:24][cH:25][cH:26][cH:27][cH:28]2)[C:12]1=[O:13])[c:15]1[cH:16][cH:17][cH:18][cH:19][cH:20]1. The reactants are IC1=C(C(=O)O)C=C(C=C1)S(=O)(=O)C (2-Iodo-5-methanesulfonyl-benzoic acid), FC=1C=C(C=C(C1)F)B(O)O (3,5-difluoro-benzeneboronic acid). Product: FC=1C=C(C=C(C1)F)C=1C(=CC(=CC1)S(=O)(=O)C)C(=O)O (3′,5′-Difluoro-4-methanesulfonyl-biphenyl-2-carboxylic acid). As a reaction SMILES: I[C:2]1[CH:10]=[CH:9][C:8]([S:11]([CH3:14])(=[O:13])=[O:12])=[CH:7][C:3]=1[C:4]([OH:6])=[O:5].[F:15][C:16]1[CH:17]=[C:18](B(O)O)[CH:19]=[C:20]([F:22])[CH:21]=1>>[F:15][C:16]1[CH:17]=[C:18]([C:2]2[C:3]([C:4]([OH:6])=[O:5])=[CH:7][C:8]([S:11]([CH3:14])(=[O:13])=[O:12])=[CH:9][CH:10]=2)[CH:19]=[C:20]([F:22])[CH:21]=1. Procedure details: Prepared in analogy to Example B25 from 2-Iodo-5-methanesulfonyl-benzoic acid (example B19(b)) and 3,5-difluoro-benzeneboronic acid. Light brown solid. MS (m/e): 311.1 ([M−H], 100%). The reactants are O=C(c1ncc[nH]1)c1ncc[nH]1, C1CCC2=NCCCN2CC1, C1CCOC1, COc1ccc2c(OC3CC4C(=O)NC5(C(=O)O)CC5C=CCCCCN(C)C(=O)C4C3)nc(-n3ccc(C(C)C)n3)nc2c1C, NS(=O)(=O)C1CC1. The product is COc1ccc2c(OC3CC4C(=O)NC5(C(=O)NS(=O)(=O)C6CC6)CC5C=CCCCCN(C)C(=O)C4C3)nc(-n3ccc(C(C)C)n3)nc2c1C. RXN SMILES: [C:47]([c:48]1[nH:49][cH:50][cH:51][n:52]1)([c:53]1[nH:54][cH:55][cH:56][n:57]1)=[O:58].[CH2:66]1[CH2:67][CH2:68][C:69]2=[N:74][CH2:73][CH2:72][CH2:71][N:70]2[CH2:75][CH2:76]1.[CH2:77]1[O:78][CH2:79][CH2:80][CH2:81]1.[CH:1]([CH3:2])([CH3:3])[c:4]1[n:5][n:6](-[c:9]2[n:10][c:11]3[c:12]([CH3:46])[c:13]([O:44][CH3:45])[cH:14][cH:15][c:16]3[c:17]([O:19][CH:20]3[CH2:21][CH:22]4[C:23](=[O:43])[N:24]([CH3:42])[CH2:25][CH2:26][CH2:27][CH2:28][CH:29]=[CH:30][CH:31]5[CH2:32][C:33]5([C:39](=[O:40])[OH:41])[NH:34][C:35](=[O:38])[CH:36]4[CH2:37]3)[n:18]2)[cH:7][cH:8]1.[CH:59]1([S:62](=[O:63])(=[O:64])[NH2:65])[CH2:60][CH2:61]1>>[CH:1]([CH3:2])([CH3:3])[c:4]1[n:5][n:6](-[c:9]2[n:10][c:11]3[c:12]([CH3:46])[c:13]([O:44][CH3:45])[cH:14][cH:15][c:16]3[c:17]([O:19][CH:20]3[CH2:21][CH:22]4[C:23](=[O:43])[N:24]([CH3:42])[CH2:25][CH2:26][CH2:27][CH2:28][CH:29]=[CH:30][CH:31]5[CH2:32][C:33]5([C:39](=[O:40])[NH:65][S:62]([CH:59]5[CH2:60][CH2:61]5)(=[O:63])=[O:64])[NH:34][C:35](=[O:38])[CH:36]4[CH2:37]3)[n:18]2)[cH:7][cH:8]1. The reactants are C(C)OC(CC1=CC(=C(C=C1)OC)OC1=C(C=C(C=C1)Cl)CBr)=O ([3-(2-bromomethyl-4-chloro-phenoxy)-4-methoxy-phenyl]-acetic acid ethyl ester), CC1NC(OC1C1=CC=CC=C1)=O (4-methyl-5-phenyl-2-oxazolidinone). The product is C(C)OC(CC1=CC(=C(C=C1)OC)OC1=C(C=C(C=C1)Cl)CN1C(O[C@@H]([C@@H]1C)C1=CC=CC=C1)=O)=O ({3-[4-Chloro-2-((4S,5R)-4-methyl-2-oxo-5-phenyl-oxazolidin-3-ylmethyl)-phenoxy]-4-methoxy-phenyl}-acetic acid ethyl ester). As a reaction SMILES: [CH2:1]([O:3][C:4](=[O:24])[CH2:5][C:6]1[CH:11]=[CH:10][C:9]([O:12][CH3:13])=[C:8]([O:14][C:15]2[CH:20]=[CH:19][C:18]([Cl:21])=[CH:17][C:16]=2[CH2:22]Br)[CH:7]=1)[CH3:2].[CH3:25][CH:26]1[CH:30]([C:31]2[CH:36]=[CH:35][CH:34]=[CH:33][CH:32]=2)[O:29][C:28](=[O:37])[NH:27]1>>[CH2:1]([O:3][C:4](=[O:24])[CH2:5][C:6]1[CH:11]=[CH:10][C:9]([O:12][CH3:13])=[C:8]([O:14][C:15]2[CH:20]=[CH:19][C:18]([Cl:21])=[CH:17][C:16]=2[CH2:22][N:27]2[C@@H:26]([CH3:25])[C@@H:30]([C:31]3[CH:36]=[CH:35][CH:34]=[CH:33][CH:32]=3)[O:29][C:28]2=[O:37])[CH:7]=1)[CH3:2]. Procedure: Prepared according to the procedure described in Example 24, Step 7, using the following starting materials: [3-(2-bromomethyl-4-chloro-phenoxy)-4-methoxy-phenyl]-acetic acid ethyl ester and (4S,5R)-(+4-methyl-5-phenyl-2-oxazolidinone.